From a dataset of the Open Reaction Database (ORD), a public repository of structured organic reaction records. describe an organic reaction: reactants, conditions, products, and yield The reactants are CC1=NN=C(S1)SCC1=CC=C(C(=O)ON2C(CCC2=O)=O)C=C1 (1-((4-(((5-methyl-1,3,4-thiadiazol-2-yl)thio)methyl)benzoyl)oxy)-2,5-pyrrolidinedione), CNC (dimethylamine), CO.CNC (methanol dimethylamine). Solvent: CO (methanol). The product is CN(C(C1=CC=C(C=C1)CSC=1SC(=NN1)C)=O)C (N,N-dimethyl-4-(((5-methyl-1,3,4-thiadiazol-2-yl)thio)methyl)benzamide). As a reaction SMILES: [CH3:1][C:2]1[S:6][C:5]([S:7][CH2:8][C:9]2[CH:24]=[CH:23][C:12]([C:13]([O:15]N3C(=O)CCC3=O)=O)=[CH:11][CH:10]=2)=[N:4][N:3]=1.[CH3:25][NH:26][CH3:27].CO.CNC>CO>[CH3:25][N:26]([CH3:27])[C:13](=[O:15])[C:12]1[CH:11]=[CH:10][C:9]([CH2:8][S:7][C:5]2[S:6][C:2]([CH3:1])=[N:3][N:4]=2)=[CH:24][CH:23]=1 |f:2.3|. Reported procedure: A slurry of 3.0 grams of 1-((4-(((5-methyl-1,3,4-thiadiazol-2-yl)thio)methyl)benzoyl)oxy)-2,5-pyrrolidinedione (0.0083 mole) was treated with 50 ml of methanol saturated with dimethylamine. After the mixture of methanol-dimethylamine went into solution, the reaction mixture was concentrated and a viscous oil obtained. Crystals formed upon drying the viscous oil in vacuo. Further purification gave the product N,N-dimethyl-4-(((5-methyl-1,3,4-thiadiazol-2-yl)thio)methyl)benzamide, confirmed by nuc... Reactants: ClC1=NC(=C2N=CN(C2=N1)CC1=CC(=CC=C1)CC(=O)OC)N (2-chloro-9-(3-methoxycarbonylmethylbenzyl)adenine), BrBr (bromine), example 38, C(C)(=O)[O-].[Na+] (sodium acetate). Reaction SMILES: [Cl:1][C:2]1[N:10]=[C:9]2[C:5]([N:6]=[CH:7][N:8]2[CH2:11][C:12]2[CH:17]=[CH:16][CH:15]=[C:14]([CH2:18][C:19]([O:21][CH3:22])=[O:20])[CH:13]=2)=[C:4]([NH2:23])[N:3]=1.C([O-])(=O)C.[Na+].[Br:29]Br>C(Cl)(Cl)Cl>[Br:29][C:7]1[N:8]([CH2:11][C:12]2[CH:17]=[CH:16][CH:15]=[C:14]([CH2:18][C:19]([O:21][CH3:22])=[O:20])[CH:13]=2)[C:9]2[C:5]([N:6]=1)=[C:4]([NH2:23])[N:3]=[C:2]([Cl:1])[N:10]=2 |f:1.2|. The yield is 72.0%. Run at time 5 hour. The solvent is C(Cl)(Cl)Cl (chloroform). Yields the product BrC=1N(C2=NC(=NC(=C2N1)N)Cl)CC1=CC(=CC=C1)CC(=O)OC (8-Bromo-2-chloro-9-(3-methoxycarbonylmethylbenzyl)adenine). Procedure details: After 2-chloro-9-(3-methoxycarbonylmethylbenzyl)adenine obtained by Reference example 38 (2.00 g, 6.03 mmol) and sodium acetate (2.95 g, 36.0 mmol) were dissolved in chloroform (100 ml), bromine (4.79 g, 30.0 mmol) was added thereto and the mixture was stirred at room temperature for 5 hours. After removing the solvent, the residue was poured into water and extracted with chloroform. The organic layer was washed with saturated sodium hydrogencarbonate, saturated sodium hydrogensulfite and satura...